From a dataset of the Open Reaction Database (ORD), a public repository of structured organic reaction records. describe an organic reaction: reactants, conditions, products, and yield The reactants are CN([C@@H](C)C(=O)OCC)C1=CC=C(C=C1)C(C(F)(F)F)(C(F)(F)F)O (ethyl N-methyl-N-{4-[2,2,2-trifluoro-1-hydroxy-1-(trifluoromethyl)ethyl]phenyl}alaninate), CN(CC(=O)OCC)C1=CC=C(C=C1)C(C(F)(F)F)(C(F)(F)F)O (ethyl N-methyl-N-{4-[2,2,2-trifluoro-1-hydroxy-1-(trifluoromethyl)ethyl]phenyl}-glycinate). The product is CN(C(CO)C)C1=CC=C(C=C1)C(C(F)(F)F)(C(F)(F)F)O (2-(Methyl{4-[2,2,2-trifluoro-1-hydroxy-1-(trifluoromethyl)ethyl]phenyl}amino)-propan-1-ol). The yield is 84.0%. RXN SMILES: [CH3:1][N:2]([C:10]1[CH:15]=[CH:14][C:13]([C:16]([OH:25])([C:21]([F:24])([F:23])[F:22])[C:17]([F:20])([F:19])[F:18])=[CH:12][CH:11]=1)[C@H:3]([C:5](OCC)=[O:6])[CH3:4].CN(C1C=CC(C(O)(C(F)(F)F)C(F)(F)F)=CC=1)CC(OCC)=O>>[CH3:1][N:2]([C:10]1[CH:15]=[CH:14][C:13]([C:16]([OH:25])([C:17]([F:20])([F:18])[F:19])[C:21]([F:23])([F:24])[F:22])=[CH:12][CH:11]=1)[CH:3]([CH3:4])[CH2:5][OH:6]. Procedure: Prepared in the manner of Example 23 except ethyl N-methyl-N-{4-[2,2,2-trifluoro-1-hydroxy-1-(trifluoromethyl)ethyl]phenyl}alaninate was substituted for ethyl N-methyl-N-{4-[2,2,2-trifluoro-1-hydroxy-1-(trifluoromethyl)ethyl]phenyl}-glycinate. Purification by flash chromatography (4:1 hexanes/EtOAc) afforded the title compound as a pink oil (84%). 1H NMR (CDCl3) δ 7.48 (d, 2H), 6.86 (br d, 2H), 4.04 (m, 1H), 3.56 (m, 2H), 2.72 (s, 3H), 1.03 (d, 3H). Anal. Calc. C13H15NO2F6: C, 47.14; H, 4.56; N,... Procedure: Fifty ml. of butanol was added to 11.2 g. of potassium hydroxide, reagent grade, containing about 14% of water, and the mixture was stirred until most of the potassium hydroxide had dissolved. To the mixture was then added 5.6 g. of 1,1,1-trichloro-2-(3-trifluoromethylphenyl)ethane, dropwise over a period of 5 minutes. The mixture warmed exothermically to about 35° as the addition was made. The mixture was then heated to reflux, about 115°, and was stirred under reflux for 6 hours, cooled to amb... As a reaction SMILES: [CH2:1]([OH:5])[CH2:2][CH2:3][CH3:4].[OH-:6].[K+].Cl[C:9](Cl)(Cl)[CH2:10][C:11]1[CH:16]=[CH:15][CH:14]=[C:13]([C:17]([F:20])([F:19])[F:18])[CH:12]=1>O>[F:18][C:17]([F:20])([F:19])[C:13]1[CH:12]=[C:11]([CH2:10][C:9]([O:5][CH2:1][CH2:2][CH2:3][CH3:4])=[O:6])[CH:16]=[CH:15][CH:14]=1 |f:1.2|. Solvent: O (water). The reactants are C(CCC)O (butanol), [OH-].[K+] (potassium hydroxide), ClC(CC1=CC(=CC=C1)C(F)(F)F)(Cl)Cl (1,1,1-trichloro-2-(3-trifluoromethylphenyl)ethane), [OH-].[K+] (potassium hydroxide). Run at time 3 day. The product is FC(C=1C=C(C=CC1)CC(=O)OCCCC)(F)F (Butyl (3-trifluoromethylphenyl)acetate). Reactants: [Cl-].[Li+] (lithium chloride), CN1C(N(CC1)C)=O (1,3-dimethyl 2-imidazolidinone), C(C)O (ethanol). Run in C[C@H](CCC(=O)O)[C@H]1CC[C@@H]2[C@@]1(CC[C@H]3[C@H]2C(=O)C[C@H]4[C@@]3(CC[C@H](C4)O)C)C (7-ketolithocholic acid). The product is CN1CC(=O)N(C1)C.C(C)O (1,3-Dimethyl-2-imidazolinone Ethanol). Reaction SMILES: [Cl-].[Li+].[CH3:3][N:4]1[CH2:8][CH2:7][N:6]([CH3:9])[C:5]1=O.[CH2:11]([OH:13])[CH3:12]>C[C@@H]([C@@H]1[C@@]2(C)CC[C@@H]3[C@@]4(C)CC[C@@H](O)C[C@H]4CC(=O)[C@H]3[C@@H]2CC1)CCC(O)=O>[CH3:3][N:4]1[CH2:5][N:6]([CH3:9])[C:7](=[O:13])[CH2:8]1.[CH2:11]([OH:13])[CH3:12] |f:0.1,5.6|. Procedure details: In an undivided flow-through cell with ruthenized titatium anode and cathode, 1.95 g of 7-ketolithocholic acid was dissolved in an electrolyte made from 0.65 g of lithium chloride, 60 mL of 1,3-dimethyl 2-imidazolidinone and 200 mL of absolute ethanol. The solution in both the cell and the reservoir was kept under nitrogen. Initially, current of up to 4 amperes were passed through the cell but polarization occurred and the current had to be reduced to 400 ma. Electrolysis was continued until 97 ... Reaction conditions: time 16 hour. Reported procedure: To a solution of 8.0 g (42 mmol, 1.0 eq.) of (4-nitrophenyl)methanamine hydrochloride in 40 mL of methylene chloride and 28 mL (340 mmol, 8.0 eq.) of pyridine was added 16 mL (170 mmol, 4.0 eq.) of acetic anhydride. The mixture was stirred at room temperature for 16 h and diluted with 200 mL of methylene chloride. The organic solution was washed with sat. brine and dried (Na2SO4). The solvent was removed in vacuo to provide 8.0 g (41 mmol, 98%) of N-(4-nitrobenzyl)acetamide (I-21). Solvent: C(Cl)Cl (methylene chloride), C(Cl)Cl (methylene chloride). RXN SMILES: Cl.[N+:2]([C:5]1[CH:10]=[CH:9][C:8]([CH2:11][NH2:12])=[CH:7][CH:6]=1)([O-:4])=[O:3].N1C=CC=CC=1.[C:19](OC(=O)C)(=[O:21])[CH3:20]>C(Cl)Cl>[N+:2]([C:5]1[CH:6]=[CH:7][C:8]([CH2:11][NH:12][C:19](=[O:21])[CH3:20])=[CH:9][CH:10]=1)([O-:4])=[O:3] |f:0.1|. Isolated yield 97.6%. Product: [N+](=O)([O-])C1=CC=C(CNC(C)=O)C=C1 (N-(4-nitrobenzyl)acetamide). Reactants: Cl.[N+](=O)([O-])C1=CC=C(C=C1)CN ((4-nitrophenyl)methanamine hydrochloride), N1=CC=CC=C1 (pyridine), C(C)(=O)OC(C)=O (acetic anhydride). Reactants: CC(C)(C)C(=O)n1ccc2cc(C(=O)OCc3ccccc3)ccc21, CCO, [H][H]. Yields the product CC(C)(C)C(=O)n1ccc2cc(C(=O)O)ccc21. RXN SMILES: [CH3:1][C:2]([C:3](=[O:4])[n:5]1[cH:6][cH:7][c:8]2[cH:9][c:10]([C:14](=[O:15])[O:16][CH2:17][c:18]3[cH:19][cH:20][cH:21][cH:22][cH:23]3)[cH:11][cH:12][c:13]12)([CH3:24])[CH3:25].[CH3:28][CH2:29][OH:30].[H:26][H:27]>>[CH3:1][C:2]([C:3](=[O:4])[n:5]1[cH:6][cH:7][c:8]2[cH:9][c:10]([C:14](=[O:15])[OH:16])[cH:11][cH:12][c:13]12)([CH3:24])[CH3:25]. Reactants: N1C=NC(=C1)C12C(C=3C=CC=CC3C1)C(CC2)O (8a-(1H-imidazol-4-yl)-1,2,3,3a,8,8a-hexahydrocyclo-penta[a]inden-3-ol), Cl (hydrochloric acid), [H][H] (hydrogen). Reagents/catalysts: [Pd] (palladium on carbon). Run in C(C)O (ethanol). Product: C1CCC2C1(CC=1C=CC=CC21)C=2N=CNC2 (4-(2,3,3a,8-Tetrahydro-1H-cyclopenta[a]inden-8a-yl)-1H-imidazole). Yield: 25.7%. As a reaction SMILES: [NH:1]1[CH:5]=[C:4]([C:6]23[CH2:17][CH2:16][CH:15](O)[CH:7]2[C:8]2[CH:9]=[CH:10][CH:11]=[CH:12][C:13]=2[CH2:14]3)[N:3]=[CH:2]1.Cl.[H][H]>C(O)C.[Pd]>[CH2:17]1[C:6]2([C:4]3[N:3]=[CH:2][NH:1][CH:5]=3)[CH2:14][C:13]3[CH:12]=[CH:11][CH:10]=[CH:9][C:8]=3[CH:7]2[CH2:15][CH2:16]1. Reported procedure: A solution of 8a-(1H-imidazol-4-yl)-1,2,3,3a,8,8a-hexahydrocyclo-penta[a]inden-3-ol (0.5 g) in 20 ml of ethanol containing 5 ml of 20% hydrochloric acid was heated at reflux for 3 hours. The solution was allowed to cool to room temperature and 50 mg of 10% palladium on carbon catalyst was added. The reaction mixture was hydrogenated at 50-55° C. until no more hydrogen was consumed. The catalyst was filtered off and the solvent removed under reduced pressure. The residue was dissolved in water an... The reactants are FC1=C(COC=2C=3N(C=CC2)C(=C(N3)C)C(=O)N[C@@H](CO)C)C(=CC=C1)F (8-[(2,6-difluorobenzyl)oxy]-N-[(2R)-1-hydroxypropan-2-yl]-2-methylimidazo[1,2-a]pyridine-3-carboxamide), CC(=O)OI1(C=2C=CC=CC2C(=O)O1)(OC(=O)C)OC(=O)C (Dess-Martin periodinane), N1=CC=CC=C1 (pyridine). The product is FC1=C(COC=2C=3N(C=CC2)C(=C(N3)C)C(=O)N[C@@H](C=O)C)C(=CC=C1)F (8-[(2,6-Difluorobenzyl)oxy]-2-methyl-N-[(2R)-1-oxopropan-2-yl]imidazo[1,2-a]pyridine-3-carboxamide). RXN SMILES: [F:1][C:2]1[CH:26]=[CH:25][CH:24]=[C:23]([F:27])[C:3]=1[CH2:4][O:5][C:6]1[C:7]2[N:8]([C:12]([C:16]([NH:18][C@H:19]([CH3:22])[CH2:20][OH:21])=[O:17])=[C:13]([CH3:15])[N:14]=2)[CH:9]=[CH:10][CH:11]=1.CC(OI1(OC(C)=O)(OC(C)=O)OC(=O)C2C=CC=CC1=2)=O.N1C=CC=CC=1>>[F:1][C:2]1[CH:26]=[CH:25][CH:24]=[C:23]([F:27])[C:3]=1[CH2:4][O:5][C:6]1[C:7]2[N:8]([C:12]([C:16]([NH:18][C@H:19]([CH3:22])[CH:20]=[O:21])=[O:17])=[C:13]([CH3:15])[N:14]=2)[CH:9]=[CH:10][CH:11]=1. Reported procedure: Analogously to Example 194A, 500 mg of 8-[(2,6-difluorobenzyl)oxy]-N-[(2R)-1-hydroxypropan-2-yl]-2-methylimidazo[1,2-a]pyridine-3-carboxamide (Example 177A, 1.33 mmol) were oxidized with 847 mg (2.0 mmol) of Dess-Martin periodinane with addition of 0.11 ml of pyridine (105 mg, 1.33 mmol) and worked up. This gave 440 mg (53% of theory; purity 60%) of the title compound which was reacted further without purification.